The task is: describe an organic reaction: reactants, conditions, products, and yield. This data is from the Open Reaction Database (ORD), a public repository of structured organic reaction records. Starting materials: N(C)(C)C ((CH3)3N), C(C1=CC=CC=C1)OC1=C(C=C(C=C1)C1CC(NC1)=O)OC1CCCC1 (4-(4-benzyloxy-3-cyclopentyloxyphenyl)pyrrolidin-2-one), BrC=1C=C(C#N)C=CC1 (3-bromobenzonitrile), C1(=CC=CC=C1)O (phenol), arylboronic acid. The reagents and catalysts are C(C)(=O)[O-].[Cu+2].C(C)(=O)[O-] (copper acetate). Solvent: C(Cl)Cl (CH2Cl2), C(Cl)Cl (CH2Cl2). Conditions: time 24 hour. Product: C(C1=CC=CC=C1)OC1=C(C=C(C=C1)C1CC(N(C1)C=1C=C(C#N)C=CC1)=O)OC1CCCC1 (3-[4-(4-benzyloxy-3-cyclopentyloxyphenyl) -2-oxo-pyrrolidin-1-yl]-benzonitrile). Yield: 74.0%. RXN SMILES: [CH2:1]([O:8][C:9]1[CH:14]=[CH:13][C:12]([CH:15]2[CH2:19][NH:18][C:17](=[O:20])[CH2:16]2)=[CH:11][C:10]=1[O:21][CH:22]1[CH2:26][CH2:25][CH2:24][CH2:23]1)[C:2]1[CH:7]=[CH:6][CH:5]=[CH:4][CH:3]=1.Br[C:28]1[CH:29]=[C:30]([CH:33]=[CH:34][CH:35]=1)[C:31]#[N:32].C1(O)C=CC=CC=1.N(C)(C)C>C(Cl)Cl.C([O-])(=O)C.[Cu+2].C([O-])(=O)C>[CH2:1]([O:8][C:9]1[CH:14]=[CH:13][C:12]([CH:15]2[CH2:19][N:18]([C:28]3[CH:29]=[C:30]([CH:33]=[CH:34][CH:35]=3)[C:31]#[N:32])[C:17](=[O:20])[CH2:16]2)=[CH:11][C:10]=1[O:21][CH:22]1[CH2:23][CH2:24][CH2:25][CH2:26]1)[C:2]1[CH:3]=[CH:4][CH:5]=[CH:6][CH:7]=1 |f:5.6.7|. Procedure: A mixture of 4-(4-benzyloxy-3-cyclopentyloxyphenyl)pyrrolidin-2-one, 3-bromobenzonitrile, phenol (0.1 mmol), copper acetate (0.15 mmol), arylboronic acid (0.12 mmol), 4 Å Molecular Sieves (“MS”) (˜100 mg) and CH2Cl2 (1 mL) was created in a dry round bottom flask. (CH3)3N (0.22 mmol) was added, the flask was sealed, and the mixture was stirred for 24 h. The reaction mixture was then diluted with 10 mL of CH2Cl2 and filtered. The filtrate was washed with saturated NH4Cl, dried over MgSO4, and conc... The reactants are COC(CCC1=NN(C(=C1)C)C(C1=CC=CC(=C1)Cl)OCC1=CC=C(C=C1)Cl)=O (3-{1-[5-CHLORO-(4-CHLORO-BENZYLOXY)-BENZYL]-5-METHYL-1H-PYRAZOL-3-YL}-PROPIONIC ACID METHYL ESTER), [Li+].[OH-] (LiOH). Solvent: C1CCOC1 (THF), O (water). Run at time 8 hour. Product: ClC=1C=CC=C(C(N2N=C(C=C2C)CCC(=O)O)OCC2=CC=C(C=C2)Cl)C1 (3-{1-[5-CHLORO-(4-CHLORO-BENZYLOXY)-BENZYL]-5-METHYL-1H-PYRAZOL-3-YL}-PROPIONIC ACID). RXN SMILES: C[O:2][C:3](=[O:29])[CH2:4][CH2:5][C:6]1[CH:10]=[C:9]([CH3:11])[N:8]([CH:12]([O:20][CH2:21][C:22]2[CH:27]=[CH:26][C:25]([Cl:28])=[CH:24][CH:23]=2)[C:13]2[CH:18]=[C:17]([Cl:19])[CH:16]=[CH:15][CH:14]=2)[N:7]=1.[Li+].[OH-]>C1COCC1.O>[Cl:19][C:17]1[CH:16]=[CH:15][CH:14]=[C:13]([CH:18]=1)[CH:12]([O:20][CH2:21][C:22]1[CH:23]=[CH:24][C:25]([Cl:28])=[CH:26][CH:27]=1)[N:8]1[C:9]([CH3:11])=[CH:10][C:6]([CH2:5][CH2:4][C:3]([OH:29])=[O:2])=[N:7]1 |f:1.2|. Procedure: To a solution of ester 7 (0.31 g, 0.65 mmol) in THF (5 mL) was added a solution of LiOH (0.06 g, 1.40 mmol) in water (2 mL) and the resulting mixture was stirred at RT overnight. The volatiles were removed in vacuo. The residue was diluted with water (5 mL) and acidified to pH 1 with 2 M HCl. The acid 8 was isolated by filtration as a white solid and washed with water and dried overnight over KOH in a dessicator to yield 0.09 g (34%). Starting materials: CCN(C(C)C)C(C)C, ClCCl, CC(NC(=O)C1(O)CCC(N)CC1)c1ccccc1, O=S(=O)(Cl)c1ccc(-c2cocn2)cc1. Product: CC(NC(=O)C1(O)CCC(NS(=O)(=O)c2ccc(-c3cocn3)cc2)CC1)c1ccccc1. Reaction SMILES: [CH:35]([N:36]([CH:37]([CH3:38])[CH3:39])[CH2:40][CH3:41])([CH3:42])[CH3:43].[Cl:44][CH2:45][Cl:46].[NH2:16][CH:17]1[CH2:18][CH2:19][C:20]([C:23](=[O:24])[NH:25][CH:26]([CH3:27])[c:28]2[cH:29][cH:30][cH:31][cH:32][cH:33]2)([OH:34])[CH2:21][CH2:22]1.[o:1]1[cH:2][n:3][c:4](-[c:6]2[cH:7][cH:8][c:9]([S:12](=[O:13])(=[O:14])[Cl:15])[cH:10][cH:11]2)[cH:5]1>>[o:1]1[cH:2][n:3][c:4](-[c:6]2[cH:7][cH:8][c:9]([S:12](=[O:13])(=[O:14])[NH:16][CH:17]3[CH2:18][CH2:19][C:20]([C:23](=[O:24])[NH:25][CH:26]([CH3:27])[c:28]4[cH:29][cH:30][cH:31][cH:32][cH:33]4)([OH:34])[CH2:21][CH2:22]3)[cH:10][cH:11]2)[cH:5]1. Reactants: ClC1=NC=CC(=N1)OC=1C=C2C=CC=C(C2=CC1)C(=O)NC1=CC(=CC=C1)C(F)(F)F (6-(2-chloropyrimidin-4-yloxy)-N-(3-(trifluoromethyl)phenyl)-1-naphthamide). Reagents/catalysts: [Pd] (Pd/C). The solvent is CCOC(=O)C (EtOAc), CO (methanol). Run at time 8 hour. The product is N1=CN=C(C=C1)OC=1C=C2C=CC=C(C2=CC1)C(=O)NC1=CC(=CC=C1)C(F)(F)F (6-(pyrimidin-4-yloxy)-N-(3-(trifluoromethyl)phenyl)-1-naphthamide). Reaction SMILES: Cl[C:2]1[N:7]=[C:6]([O:8][C:9]2[CH:10]=[C:11]3[C:16](=[CH:17][CH:18]=2)[C:15]([C:19]([NH:21][C:22]2[CH:27]=[CH:26][CH:25]=[C:24]([C:28]([F:31])([F:30])[F:29])[CH:23]=2)=[O:20])=[CH:14][CH:13]=[CH:12]3)[CH:5]=[CH:4][N:3]=1>CCOC(C)=O.CO.[Pd]>[N:3]1[CH:4]=[CH:5][C:6]([O:8][C:9]2[CH:10]=[C:11]3[C:16](=[CH:17][CH:18]=2)[C:15]([C:19]([NH:21][C:22]2[CH:27]=[CH:26][CH:25]=[C:24]([C:28]([F:29])([F:31])[F:30])[CH:23]=2)=[O:20])=[CH:14][CH:13]=[CH:12]3)=[N:7][CH:2]=1. Procedure: To a solution of 6-(2-chloropyrimidin-4-yloxy)-N-(3-(trifluoromethyl)phenyl)-1-naphthamide (0.075 g, 0.17 mmol) in EtOAc (3 mL) and methanol (0.5 mL) was added 10% Pd/C (20 mg). The flask was capped with a septum, and H2 gas was introduced through a balloon/needle. Positive H2 pressure was continued as the reaction was stirred vigorously overnight at RT. The reaction was filtered through Celite, concentrated, and purified by chromatography on silica to afford the desired product as a white solid... The reactants are CCOC(C)=O, C1CCCCC1, CN, CSc1ncc(Cl)c(Cl)n1, CCO. The product is CNc1nc(SC)ncc1Cl. RXN SMILES: [C:13]([O:14][CH2:15][CH3:16])(=[O:17])[CH3:18].[CH2:19]1[CH2:20][CH2:21][CH2:22][CH2:23][CH2:24]1.[CH3:11][NH2:12].[CH3:1][S:2][c:3]1[n:4][cH:5][c:6]([Cl:10])[c:7]([Cl:9])[n:8]1.[CH3:25][CH2:26][OH:27]>>[CH3:1][S:2][c:3]1[n:4][cH:5][c:6]([Cl:10])[c:7]([NH:12][CH3:11])[n:8]1. RXN SMILES: [N:1]#[N:2].C([O:6][C@@H:7]1[C@@H:12]([O:13]C(=O)C)[C@@H:11]([O:17]C(=O)C)[C@@H:10]([CH2:21][O:22]C(=O)C)[O:9][C@H:8]1[S:26][CH2:27][CH2:28][C:29]([NH:31][C@H:32]([C:66]([NH:68][C@H:69]([C:102]([OH:104])=[O:103])[CH2:70][CH2:71][CH2:72][CH2:73][NH:74][C:75](=[O:101])[CH2:76][CH2:77][C@@H]1O[C@H](COC(=O)C)[C@H](OC(=O)C)[C@H](OC(=O)C)[C@H]1OC(=O)C)=[O:67])[CH2:33][CH2:34][CH2:35][CH2:36][NH:37][C:38](=[O:65])[CH2:39][CH2:40][S:41][C@@H:42]1[O:59][C@H:58]([CH2:60][O:61]C(=O)C)[C@H:53]([O:54]C(=O)C)[C@H:48]([O:49]C(=O)C)[C@H:43]1[O:44]C(=O)C)=[O:30])(=O)C>CO.O.C(N(CC)CC)C>[N:1]#[N:2].[C@@H:8]1([S:26][CH2:27][CH2:28][C:29]([NH:31][C@H:32]([C:66]([NH:68][C@H:69]([C:102]([OH:104])=[O:103])[CH2:70][CH2:71][CH2:72][CH2:73][NH:74][C:75](=[O:101])[CH2:76][CH2:77][S:26][C@@H:8]2[O:9][C@H:10]([CH2:21][OH:22])[C@H:11]([OH:17])[C@H:12]([OH:13])[C@H:7]2[OH:6])=[O:67])[CH2:33][CH2:34][CH2:35][CH2:36][NH:37][C:38](=[O:65])[CH2:39][CH2:40][S:41][C@@H:42]2[O:59][C@H:58]([CH2:60][OH:61])[C@H:53]([OH:54])[C@H:48]([OH:49])[C@H:43]2[OH:44])=[O:30])[O:9][C@H:10]([CH2:21][OH:22])[C@H:11]([OH:17])[C@H:12]([OH:13])[C@H:7]1[OH:6] |f:0.1,2.3.4,5.6|. Procedure details: A solution of 19 (50 mg) in methanol-water-triethylamine 5:4:1 (v/v/v, 2 ml) was kept for 18 hours at room temperature, and evaporated in vacuo to dryness. The residue was put on a column of silica gel and eluted with chloroform-methanol-water 60:40:10 (v/v/v). The title compound was isolated in 61% yield (20 mg): RF 0.15 (CHCl3 -MeOH-H2O, 60:40:10); NMR (D2O)δ: 4.51 (d, J1,2 =9.5 Hz, 2H, H-1), 4.52 (d, J1,2 =9.5 Hz, 1H, H-1), 4.34, 4.18 (q, q, α-CH), 3.99 (d, J4,3 =3.0 Hz, 3H, H-4), 3.22 (m, εC... Yield: 61.0%. Run in CO.O.C(C)N(CC)CC (methanol water triethylamine). Reactants: N#N.C(C)(=O)O[C@H]1[C@@H](O[C@@H]([C@@H]([C@@H]1OC(C)=O)OC(C)=O)COC(C)=O)SCCC(=O)N[C@@H](CCCCNC(CCS[C@H]1[C@H](OC(C)=O)[C@@H](OC(C)=O)[C@@H](OC(C)=O)[C@H](O1)COC(C)=O)=O)C(=O)N[C@@H](CCCCNC(CC[C@H]1[C@H](OC(C)=O)[C@@H](OC(C)=O)[C@@H](OC(C)=O)[C@H](O1)COC(C)=O)=O)C(=O)O (N2 {N2,N6 -Bis[3-(2,3,4,6-tetra-O-acetyl-β-D-galactopyranosylthio)propionyl]-L-lysyl}-N6 -[3-(2,3,4,6-tetra-O-acetyl-β-D-galactopyranosyl)propionyl]-L-lysine). Product: N#N.[C@@H]1([C@H](O)[C@@H](O)[C@@H](O)[C@H](O1)CO)SCCC(=O)N[C@@H](CCCCNC(CCS[C@H]1[C@H](O)[C@@H](O)[C@@H](O)[C@H](O1)CO)=O)C(=O)N[C@@H](CCCCNC(CCS[C@H]1[C@H](O)[C@@H](O)[C@@H](O)[C@H](O1)CO)=O)C(=O)O (N2 {N2,N6 -Bis[3-(β-D-galactopyranosylthio)propionyl]-L-lysyl}-N6 -[3-(β-D-galactopyranosylthio)propionyl]-L-lysine). Starting materials: ClC1=CC=C(C=N1)NC=O (N-(6-chloro-pyridin-3-yl)-formamide), ClC1=NC(=C2N=CN(C2=N1)C)Cl (2,6-dichloro-9-methyl-9H-purine). The product is ClC1=NC(=C2N=CN(C2=N1)C)NC=1C=NC(=CC1)Cl ((2-Chloro-9-methyl-9H-purin-6-yl)-(6-chloro-pyridin-3-yl)-amine). As a reaction SMILES: [Cl:1][C:2]1[N:7]=[CH:6][C:5]([NH:8][CH:9]=O)=[CH:4][CH:3]=1.[Cl:11][C:12]1[N:20]=[C:19]2[C:15]([N:16]=[CH:17][N:18]2[CH3:21])=C(Cl)[N:13]=1>>[Cl:11][C:12]1[N:20]=[C:19]2[C:15]([N:16]=[CH:17][N:18]2[CH3:21])=[C:9]([NH:8][C:5]2[CH:6]=[N:7][C:2]([Cl:1])=[CH:3][CH:4]=2)[N:13]=1. Reported procedure: Was prepared according to Example 3 from N-(6-chloro-pyridin-3-yl)-formamide and 2,6-dichloro-9-methyl-9H-purine.